From a dataset of the Open Reaction Database (ORD), a public repository of structured organic reaction records. describe an organic reaction: reactants, conditions, products, and yield Starting materials: C(Cl)Cl (methylene chloride), [Si](C)(C)(C(C)(C)C)OCC1OC2=C(OC1)C=CC(=C2C)C(=O)O (3-(tert-butyldimethylsilyloxymethyl)-5-methyl-2,3-dihydrobenzo[1,4]dioxine-6-carboxylic acid), FC1=C(C(=C(C(=C1O)F)F)F)F (pentafluorophenol), C1(CCCCC1)N=C=NC1CCCCC1 (dicyclohexylcarbodiimide). Procedure: To a round bottom flask equipped with magnetic stirring and a nitrogen inlet was added 3-(tert-butyldimethylsilyloxymethyl)-5-methyl-2,3-dihydrobenzo[1,4]dioxine-6-carboxylic acid (0.72 g, 2.13 mmol) and ethyl acetate (1 mL). To this was added pentafluorophenol (0.82 g, 2.23 mmol) followed by 1 M dicyclohexylcarbodiimide in methylene chloride (2.34 mL, 2.34 mmol). This mixture was stirred at room temperature for four hours. A few milliliters of water were added and stirring continued for 10 min.... The yield is 83.6%. Run in C(C)(=O)OCC (ethyl acetate), O (water). Reaction conditions: time 10 minute. RXN SMILES: [Si:1]([O:8][CH2:9][CH:10]1[CH2:15][O:14][C:13]2[CH:16]=[CH:17][C:18]([C:21]([OH:23])=[O:22])=[C:19]([CH3:20])[C:12]=2[O:11]1)([C:4]([CH3:7])([CH3:6])[CH3:5])([CH3:3])[CH3:2].[F:24][C:25]1[C:30](O)=[C:29]([F:32])[C:28]([F:33])=[C:27]([F:34])[C:26]=1[F:35].C1(N=C=NC2CCCCC2)CCCCC1.C(Cl)Cl>O.C(OCC)(=O)C>[F:24][C:25]1[C:30]([O:22][C:21]([C:18]2[CH:17]=[CH:16][C:13]3[O:14][CH2:15][CH:10]([CH2:9][O:8][Si:1]([C:4]([CH3:7])([CH3:5])[CH3:6])([CH3:3])[CH3:2])[O:11][C:12]=3[C:19]=2[CH3:20])=[O:23])=[C:29]([F:32])[C:28]([F:33])=[C:27]([F:34])[C:26]=1[F:35]. Product: FC1=C(C(=C(C(=C1OC(=O)C1=C(C2=C(OCC(O2)CO[Si](C)(C)C(C)(C)C)C=C1)C)F)F)F)F (3-(tert-butyldimethylsilyloxymethyl)-5-methyl-2,3-dihydrobenzo[1,4]dioxine-6-carboxylic acid pentafluorophenyl ester).